This data is from the Open Reaction Database (ORD), a public repository of structured organic reaction records. The task is: describe an organic reaction: reactants, conditions, products, and yield The reactants are COC(=O)c1sccc1NC(=O)OC(C)(C)C, [Na+], C1CCOC1, [OH-]. The product is CC(C)(C)OC(=O)Nc1ccsc1C(=O)O. RXN SMILES: [C:1]([CH3:2])([CH3:3])([CH3:4])[O:5][C:6](=[O:7])[NH:8][c:9]1[c:10]([C:14](=[O:15])[O:16][CH3:17])[s:11][cH:12][cH:13]1.[Na+:19].[O:20]1[CH2:21][CH2:22][CH2:23][CH2:24]1.[OH-:18]>>[C:1]([CH3:2])([CH3:3])([CH3:4])[O:5][C:6](=[O:7])[NH:8][c:9]1[c:10]([C:14](=[O:15])[OH:16])[s:11][cH:12][cH:13]1. The reactants are C1(CC1)OS(N)(=O)=O (Sulfamic acid cyclopropyl ester), ClC1=C(C=CC=C1)O (2-chlorophenol). Product: ClC1=C(C=CC=C1)NS([O-])(=O)=O (2-Chlorophenylsulfamate), ClC1=C(C=CC=C1)OS(N)(=O)=O (sulfamic acid 2-chloro-phenyl ester). RXN SMILES: C1([O:4][S:5](=[O:8])(=[O:7])[NH2:6])CC1.[Cl:9][C:10]1[CH:15]=[CH:14][CH:13]=[CH:12][C:11]=1[OH:16]>>[Cl:9][C:10]1[CH:15]=[CH:14][CH:13]=[CH:12][C:11]=1[NH:6][S:5](=[O:8])(=[O:7])[O-:4].[Cl:9][C:10]1[CH:15]=[CH:14][CH:13]=[CH:12][C:11]=1[O:16][S:5](=[O:7])(=[O:4])[NH2:6]. Procedure: 2-Chlorophenylsulfamate was synthesized according to the method presented in the synthesis of Sulfamic acid cyclopropyl ester in Example 1 with the exception of utilizing 2-chlorophenol to obtain sulfamic acid 2-chloro-phenyl ester. Reactants: ClC=1C=C(CCl)C=CC1OC (3-chloro-4-methoxybenzyl chloride), [C-]#N.[Na+] (sodium cyanide), O (water). The solvent is CS(=O)C (dimethylsulfoxide). Run at time 6 hour. Yields the product ClC=1C=C(C=CC1OC)CC#N (3-chloro-4-methoxy-phenylacetonitrile). Yield: 99.0%. RXN SMILES: [Cl:1][C:2]1[CH:3]=[C:4]([CH:7]=[CH:8][C:9]=1[O:10][CH3:11])[CH2:5]Cl.[C-:12]#[N:13].[Na+].O>CS(C)=O>[Cl:1][C:2]1[CH:3]=[C:4]([CH2:5][C:12]#[N:13])[CH:7]=[CH:8][C:9]=1[O:10][CH3:11] |f:1.2|. Procedure details: 145 grams of 3-chloro-4-methoxybenzyl chloride was added to a solution comprising 40.6 grams of sodium cyanide in 230 ml of dimethylsulfoxide over a 40 minute time period at a temperature within the range of 40°-45° C. The reaction mixture was then stirred at this temperature for 6 hours and poured into 800 ml of water, the separated oil being extracted with 3 200 ml portions of ether. The ethereal solution was next washed with a dilute (1:1) hydrochloric acid solution in two 100 ml portions, wi... Starting materials: N#Cc1cnc(Br)cn1, CC(C)(C)[O-], O=C(C=Cc1ccccc1)C=Cc1ccccc1, O=C(C=Cc1ccccc1)C=Cc1ccccc1, ClC(Cl)Cl, O=C(C=Cc1ccccc1)C=Cc1ccccc1, CC(C)(C)OC(=O)N1CCC(CNc2cc(N)ncc2Cl)CC1, [Na+], C1COCCO1, [Pd], [Pd], c1ccc(P(c2ccccc2)c2ccc3ccccc3c2-c2c(P(c3ccccc3)c3ccccc3)ccc3ccccc23)cc1. Yields the product CC(C)(C)OC(=O)N1CCC(CNc2cc(Nc3cnc(C#N)cn3)ncc2Cl)CC1. Reaction SMILES: [Br:24][c:25]1[n:26][cH:27][c:28]([C:31]#[N:32])[n:29][cH:30]1.[CH3:79][C:80]([CH3:81])([O-:82])[CH3:83].[CH:109](=[CH:110][C:111]([CH:112]=[CH:113][c:114]1[cH:115][cH:116][cH:117][cH:118][cH:119]1)=[O:120])[c:121]1[cH:122][cH:123][cH:124][cH:125][cH:126]1.[CH:127](=[CH:128][C:129]([CH:130]=[CH:131][c:132]1[cH:133][cH:134][cH:135][cH:136][cH:137]1)=[O:138])[c:139]1[cH:140][cH:141][cH:142][cH:143][cH:144]1.[CH:85]([Cl:86])([Cl:87])[Cl:88].[CH:91](=[CH:92][C:93]([CH:94]=[CH:95][c:96]1[cH:97][cH:98][cH:99][cH:100][cH:101]1)=[O:102])[c:103]1[cH:104][cH:105][cH:106][cH:107][cH:108]1.[NH2:1][c:2]1[n:3][cH:4][c:5]([Cl:23])[c:6]([NH:8][CH2:9][CH:10]2[CH2:11][CH2:12][N:13]([C:16](=[O:17])[O:18][C:19]([CH3:20])([CH3:21])[CH3:22])[CH2:14][CH2:15]2)[cH:7]1.[Na+:84].[O:145]1[CH2:146][CH2:147][O:148][CH2:149][CH2:150]1.[Pd:89].[Pd:90].[c:33]1([P:34]([c:35]2[cH:36][cH:37][cH:38][cH:39][cH:40]2)[c:41]2[cH:42][cH:43][c:44]3[c:45]([cH:46][cH:47][cH:48][cH:49]3)[c:50]2-[c:51]2[c:52]3[c:53]([cH:54][cH:55][cH:56][cH:57]3)[cH:58][cH:59][c:60]2[P:61]([c:62]2[cH:63][cH:64][cH:65][cH:66][cH:67]2)[c:68]2[cH:69][cH:70][cH:71][cH:72][cH:73]2)[cH:74][cH:75][cH:76][cH:77][cH:78]1>>[NH:1]([c:2]1[n:3][cH:4][c:5]([Cl:23])[c:6]([NH:8][CH2:9][CH:10]2[CH2:11][CH2:12][N:13]([C:16](=[O:17])[O:18][C:19]([CH3:20])([CH3:21])[CH3:22])[CH2:14][CH2:15]2)[cH:7]1)[c:25]1[n:26][cH:27][c:28]([C:31]#[N:32])[n:29][cH:30]1. Procedure: In accordance with the same procedures as in Example 18, except that to a mixture of 2.50 g of the compound (7.06 mM) prepared in Example 14 and 15 ml of dimethyl-formamide, 1.21 ml of 4-fluoro-2-methylaniline(14.9 mM) was added, 0.70 g of the title compound was prepared. Solvent: CN(C=O)C (dimethyl-formamide). The yield is 21.0%. As a reaction SMILES: [Cl:1][C:2]1[N:11]=[C:10]([N:12]2[CH2:21][CH2:20][C:19]3[C:14](=[C:15]([CH3:22])[CH:16]=[CH:17][CH:18]=3)[CH:13]2[CH3:23])[C:9]2[C:4](=[C:5]([O:24][CH3:25])[CH:6]=[CH:7][CH:8]=2)[N:3]=1.[F:26][C:27]1[CH:33]=[CH:32][C:30]([NH2:31])=[C:29]([CH3:34])[CH:28]=1>CN(C)C=O>[ClH:1].[F:26][C:27]1[CH:33]=[CH:32][C:30]([NH:31][C:2]2[N:11]=[C:10]([N:12]3[CH2:21][CH2:20][C:19]4[C:14](=[C:15]([CH3:22])[CH:16]=[CH:17][CH:18]=4)[CH:13]3[CH3:23])[C:9]3[C:4](=[C:5]([O:24][CH3:25])[CH:6]=[CH:7][CH:8]=3)[N:3]=2)=[C:29]([CH3:34])[CH:28]=1 |f:3.4|. Product: Cl.FC1=CC(=C(C=C1)NC1=NC2=C(C=CC=C2C(=N1)N1C(C2=C(C=CC=C2CC1)C)C)OC)C (2-(4-Fluoro-2-Methylphenyl-Amino)-8-Methoxy-4-(1,8-dimethyl-1,2,3,4-Tetrahydroisoquinoline-2-Yl)Quinazoline Hydrochloride). Reactants: ClC1=NC2=C(C=CC=C2C(=N1)N1C(C2=C(C=CC=C2CC1)C)C)OC (2-Chloro-8-Methoxy-4-(1,8-Dimethyl-1,2,3,4-Tetrahydroisoquinoline-2-Yl)Quinazoline), FC1=CC(=C(N)C=C1)C (4-fluoro-2-methylaniline). The reactants are C1(=CN2CCCC3=CC=CC1=C23)CC(=O)N ((5,6-dihydro-4H-pyrrolo[3,2,1-ij]quinolin-1-yl)acetamide), O1CCOCC1 (dioxane), NaH2PO2.H2O, NaH2PO2.H2O. Reagents/catalysts: [Pd] (palladium on carbon). The solvent is O (water). Product: C1(=CN2CCCC3=CC=CC1=C23)C(C(=O)N)=O ((5,6-Dihydro-4H-pyrrolo[3,2,1-ij]quinolin-1-yl)oxoacetamide). Yield: 96.0%. RXN SMILES: [C:1]1([CH2:13][C:14]([NH2:16])=[O:15])[C:11]2=[C:12]3[C:7](=[CH:8][CH:9]=[CH:10]2)[CH2:6][CH2:5][CH2:4][N:3]3[CH:2]=1.[O:17]1CCOCC1>O.[Pd]>[C:1]1([C:13](=[O:17])[C:14]([NH2:16])=[O:15])[C:11]2=[C:12]3[C:7](=[CH:8][CH:9]=[CH:10]2)[CH2:6][CH2:5][CH2:4][N:3]3[CH:2]=1. Procedure: To a solution of (5,6-dihydro-4H-pyrrolo[3,2,1-ij]quinolin-1-yl)acetamide (0.30 g, 1.31 mmol) in dioxane (6 mL) and water (2 mL) was added 10% palladium on carbon (0.060 g), followed by the careful addition of NaH2PO2.H2O (0.60 g, 5.67 mmol) and the reaction was brought to reflux under nitrogen. After 3 hours an additional 0.60 g of NaH2PO2.H2O was added and the reaction was heated at reflux for another 6 hrs. The mixture was cooled, filtered through a pad of Celite, and washed well with ethyl a... Starting materials: C(CCC)[Sn](C=CCCC(=O)O[Sn](CCCC)(CCCC)CCCC)(CCCC)CCCC (tri-n-butylstannyl 5-(tri-n-butylstannyl)-4-pentenoate), FC1=C(C(=C(C=C1F)F)F)O (2,3,5,6-tetrafluorophenol). Solvent: C1CCOC1 (THF). Reaction conditions: time 8 hour. Yields the product C(CCC)[Sn](C=CCCC(=O)OC1=C(C(=CC(=C1F)F)F)F)(CCCC)CCCC (2,3,5,6-tetrafluorophenyl 5-(tri-n-butylstannyl)-4-pentenoate). Reaction SMILES: [CH2:1]([Sn:5]([CH2:30][CH2:31][CH2:32][CH3:33])([CH2:26][CH2:27][CH2:28][CH3:29])[CH:6]=[CH:7][CH2:8][CH2:9][C:10]([O:12][Sn](CCCC)(CCCC)CCCC)=[O:11])[CH2:2][CH2:3][CH3:4].[F:34][C:35]1[C:40]([F:41])=[CH:39][C:38]([F:42])=[C:37]([F:43])[C:36]=1O>C1COCC1>[CH2:30]([Sn:5]([CH2:1][CH2:2][CH2:3][CH3:4])([CH2:26][CH2:27][CH2:28][CH3:29])[CH:6]=[CH:7][CH2:8][CH2:9][C:10]([O:12][C:36]1[C:35]([F:34])=[C:40]([F:41])[CH:39]=[C:38]([F:42])[C:37]=1[F:43])=[O:11])[CH2:31][CH2:32][CH3:33]. Procedure details: To a solution of tri-n-butylstannyl 5-(tri-n-butylstannyl)-4-pentenoate acid (1.0 equiv.) in anhydrous THF at room temperature is added dicyclohexy (1.2 equiv.) (Aldrich) and 2,3,5,6-tetrafluorophenol (1.2 equiv.) (Aldrich). The resulting solution is stirred overnight. The mixture is filtered, the filtrate is concentrated, and the residue is chromatographed to provide 2,3,5,6-tetrafluorophenyl 5-(tri-n-butylstannyl)-4-pentenoate.